From a dataset of the Open Reaction Database (ORD), a public repository of structured organic reaction records. describe an organic reaction: reactants, conditions, products, and yield The reactants are C(CC)(=O)O.OC[C@]12[C@H](CC(C=C1CC[C@H]1[C@@H]3CCC([C@@]3(C)CC[C@H]21)=O)=O)C (19-hydroxy-1α-methyl-4-androstene-3,17-dione propionate), C(CC)(=O)O.C(CC)(=O)O.O[C@@H]1[C@]2(C)[C@@H](CC1)[C@@H]1CCC3=CC(C[C@@H]([C@]3(CO)[C@H]1CC2)C)=O (17β,19-dihydroxy-1α-methyl-4-androsten-3-one dipropionate), C(CC)(=O)O.C(CC)(=O)O.O[C@@H]1[C@]2(C)[C@@H](CC1)[C@@H]1[C@@H](CC3=CC(C[C@@H]([C@]3(CO)[C@H]1CC2)C)=O)C (17β,19-dihydroxy-1α,7α-dimethyl-4-androsten-3-one dipropionate), 17β,19-dihydroxy-1α,17α-dimethyl-4-androsten-3-one dipropionate, 17β,19-dihydroxy-1α,6α,17α-trimethyl-4-androsten-3-one dipropionate. The product is OC[C@]12[C@H](CC(C=C1CC[C@H]1[C@@H]3CCC([C@@]3(C)CC[C@H]21)=O)=O)C (19-hydroxy-1α-methyl-4-androstene-3,17-dione), O[C@@H]1[C@]2(C)[C@@H](CC1)[C@@H]1[C@@H](CC3=CC(C[C@@H]([C@]3(CO)[C@H]1CC2)C)=O)C (17β,19-dihydroxy-1α,7α-dimethyl-4-androsten-3-one), 17β,19-dihydroxy-1α,6α,17α-trimethyl-4-androsten-3-one. Reaction SMILES: [C:1]([OH:5])(=O)[CH2:2][CH3:3].[OH:6][CH2:7][C@@:8]12[C@@H:25]3[C@H:16]([C@H:17]4[C@@](C[CH2:24]3)(C)C(=O)[CH2:19][CH2:18]4)[CH2:15][CH2:14][C:13]1=[CH:12][C:11](=[O:27])[CH2:10][C@@H:9]2[CH3:28].[C:29](O)(=O)CC.C(O)(=O)CC.[OH:39][C@H:40]1[CH2:45][CH2:44][C@H:43]2[C@H]3[C@H]([CH2:58][CH2:59][C@:41]12C)[C@]1(CO)C(=CC(=O)C[C@@H]1C)C[C@H]3C.C(O)(=O)CC.C(O)(=O)CC.O[C@H]1CC[C@H]2[C@H]3[C@H](CC[C@]12C)[C@]1(CO)C(=CC(=O)C[C@@H]1C)CC3>>[OH:6][CH2:7][C@@:8]12[C@@H:25]3[C@H:16]([C@H:17]4[C@@:2]([CH2:3][CH2:24]3)([CH3:29])[C:1](=[O:5])[CH2:19][CH2:18]4)[CH2:15][CH2:14][C:13]1=[CH:12][C:11](=[O:27])[CH2:10][C@@H:9]2[CH3:28].[OH:6][C@H:7]1[CH2:11][CH2:12][C@H:13]2[C@H:14]3[C@H:3]([CH2:28][CH2:9][C@:8]12[CH3:25])[C@:2]1([CH2:1][OH:5])[C:59](=[CH:41][C:40](=[O:39])[CH2:45][C@@H:44]1[CH3:43])[CH2:58][C@H:15]3[CH3:16] |f:0.1,2.3.4,5.6.7|. Procedure: Substituting 17β,19-dihydroxy-1α,17α-dimethyl-4-androsten-3-one dipropionate, 19-hydroxy-1α-methyl-4-androstene-3,17-dione propionate, 17β,19-dihydroxy-1α,7α-dimethyl-4-androsten-3-one dipropionate and 17β,19-dihydroxy-1α,6α,17α-trimethyl-4-androsten-3-one dipropionate for the 17β,19-dihydroxy-1α-methyl-4-androsten-3-one dipropionate above results in the formation of 17β,19-dihydroxy-1α,17α-dimethyl-4-androsten-3-one, 19-hydroxy-1α-methyl-4-androstene-3,17-dione, 17β,19-dihydroxy-1α,7α-dimethyl-...